This data is from the Open Reaction Database (ORD), a public repository of structured organic reaction records. The task is: describe an organic reaction: reactants, conditions, products, and yield Starting materials: CC=1C=C(CC(C(=O)OCC)(C(=O)OCC)CC(N2CCC(CC2)N2C(NC3=CC=CC=C3C2)=O)=O)C=CC1C (diethyl 2-(3,4-dimethyl-benzyl)-2-{2-oxo-2-[4-(2-oxo-1,4-dihydro-2H-quinazolin-3-yl)-piperidin-1-yl]-ethyl}-malonate), [OH-].[K+] (KOH), [OH-].[K+] (KOH). The solvent is O (water), CCO (EtOH), O (water), O (water). The product is CC=1C=C(CC(C(=O)O)CC(N2CCC(CC2)N2C(NC3=CC=CC=C3C2)=O)=O)C=CC1C (2-(3,4-dimethyl-benzyl)-4-oxo-4-[4-(2-oxo-1,4-dihydro-2H-quinazolin-3-yl)-piperidin-1-yl]-butanoic acid). Reaction SMILES: [CH3:1][C:2]1[CH:3]=[C:4]([CH:37]=[CH:38][C:39]=1[CH3:40])[CH2:5][C:6]([CH2:17][C:18](=[O:36])[N:19]1[CH2:24][CH2:23][CH:22]([N:25]2[CH2:34][C:33]3[C:28](=[CH:29][CH:30]=[CH:31][CH:32]=3)[NH:27][C:26]2=[O:35])[CH2:21][CH2:20]1)(C(OCC)=O)[C:7]([O:9]CC)=[O:8].[OH-].[K+]>CCO.O>[CH3:1][C:2]1[CH:3]=[C:4]([CH:37]=[CH:38][C:39]=1[CH3:40])[CH2:5][CH:6]([CH2:17][C:18](=[O:36])[N:19]1[CH2:24][CH2:23][CH:22]([N:25]2[CH2:34][C:33]3[C:28](=[CH:29][CH:30]=[CH:31][CH:32]=3)[NH:27][C:26]2=[O:35])[CH2:21][CH2:20]1)[C:7]([OH:9])=[O:8] |f:1.2|. Procedure: A solution of 15.5 g (28.2 mmol) diethyl 2-(3,4-dimethyl-benzyl)-2-{2-oxo-2-[4-(2-oxo-1,4-dihydro-2H-quinazolin-3-yl)-piperidin-1-yl]-ethyl}-malonate in 100 mL EtOH was combined with 11.2 g (169.7 mmol) KOH dissolved in 150 mL water and the mixture was refluxed for 5 h. After the addition of another 11.2 g (169.7 mmol) KOH dissolved in 150 mL water the mixture was refluxed again for 5 h, then combined with 150 mL water and the precipitate was suction filtered. The filter cake was dissolved in 50... The reactants are C(C1=CN=CC=C1)(=O)Cl (nicotinoyl chloride), COC1=CC(=C(N)C=C1)[N+](=O)[O-] (4-methoxy-2-nitroaniline). The product is COC1=CC(=C(C=C1)NC(=O)C=1C=NC=CC1)[N+](=O)[O-] (N-(4-Methoxy-2-nitrophenyl)-3-pyridinecarboxamide). RXN SMILES: [C:1](Cl)(=[O:8])[C:2]1[CH:7]=[CH:6][CH:5]=[N:4][CH:3]=1.[CH3:10][O:11][C:12]1[CH:18]=[CH:17][C:15]([NH2:16])=[C:14]([N+:19]([O-:21])=[O:20])[CH:13]=1>>[CH3:10][O:11][C:12]1[CH:18]=[CH:17][C:15]([NH:16][C:1]([C:2]2[CH:3]=[N:4][CH:5]=[CH:6][CH:7]=2)=[O:8])=[C:14]([N+:19]([O-:21])=[O:20])[CH:13]=1. Reported procedure: The title compound was prepared from nicotinoyl chloride and 4-methoxy-2-nitroaniline and was obtained as an orange solid as described in Example 1. 1H NMR (DMSO-d6): 10.74 (s, 1H), 9.10 (d, J=2.4, 1H), 8.80-8.78 (m, 1H), 7.62-7.54 (m, 3H), 7.39-7.35 (m, 1H), 3.87 (s, 3H). The reactants are COS(=O)(=O)OC, CC1OC(c2ccccc2)OCC1(C)[N+](=O)[O-], CCOC(C)=O, CCCCCC, CCOC(=O)c1cc2c(ccc3cc4ccccc4cc32)[nH]1. The product is CCOC(=O)c1cc2c3cc4ccccc4cc3ccc2n1C. RXN SMILES: [CH3:1][O:2][S:3]([O:4][CH3:5])(=[O:6])=[O:7].[CH3:30][CH:31]1[C:32]([CH3:33])([N+:34]([O-:35])=[O:36])[CH2:37][O:38][CH:39]([c:40]2[cH:41][cH:42][cH:43][cH:44][cH:45]2)[O:46]1.[CH3:47][CH2:48][O:49][C:50]([CH3:51])=[O:52].[CH3:53][CH2:54][CH2:55][CH2:56][CH2:57][CH3:58].[cH:8]1[c:9]([C:25](=[O:26])[O:27][CH2:28][CH3:29])[nH:10][c:11]2[cH:12][cH:13][c:14]3[c:15]([c:16]12)[cH:17][c:18]1[cH:19][cH:20][cH:21][cH:22][c:23]1[cH:24]3>>[CH3:1][n:10]1[c:9]([C:25](=[O:26])[O:27][CH2:28][CH3:29])[cH:8][c:16]2[c:11]1[cH:12][cH:13][c:14]1[c:15]2[cH:17][c:18]2[cH:19][cH:20][cH:21][cH:22][c:23]2[cH:24]1. The reactants are O=C(CBr)c1ccccc1, CCO, [K+], [K+], O=C([O-])[O-], O=C(O)c1ccc(S)cc1. Product: O=C(O)c1ccc(SCC(=O)c2ccccc2)cc1. RXN SMILES: [Br:1][CH2:2][C:3](=[O:4])[c:5]1[cH:6][cH:7][cH:8][cH:9][cH:10]1.[CH3:27][CH2:28][OH:29].[K+:11].[K+:12].[O-:13][C:14]([O-:15])=[O:16].[SH:17][c:18]1[cH:19][cH:20][c:21]([C:22](=[O:23])[OH:24])[cH:25][cH:26]1>>[CH2:2]([C:3](=[O:4])[c:5]1[cH:6][cH:7][cH:8][cH:9][cH:10]1)[S:17][c:18]1[cH:19][cH:20][c:21]([C:22](=[O:23])[OH:24])[cH:25][cH:26]1. Reactants: C[Si](C)(C)C#C[C@H]1CC[C@H](N1C(=O)OC)C(=O)OC (dimethyl(2S,5R)-5-((trimethylsilyl)ethynyl)pyrrolidine-1,2-dicarboxylate), I[Si](C)(C)C (iodotrimethylsilane). The solvent is C(Cl)(Cl)Cl (chloroform). The product is C[Si](C)(C)C#C[C@H]1CC[C@H](N1)C(=O)OC (methyl (5R)-5-((trimethylsilyl)ethynyl)-L-prolinate). Reaction SMILES: [CH3:1][Si:2]([C:5]#[C:6][C@@H:7]1[N:11](C(OC)=O)[C@H:10]([C:16]([O:18][CH3:19])=[O:17])[CH2:9][CH2:8]1)([CH3:4])[CH3:3].I[Si](C)(C)C>C(Cl)(Cl)Cl>[CH3:1][Si:2]([C:5]#[C:6][C@@H:7]1[NH:11][C@H:10]([C:16]([O:18][CH3:19])=[O:17])[CH2:9][CH2:8]1)([CH3:3])[CH3:4]. Procedure details: A solution of dimethyl(2S,5R)-5-((trimethylsilyl)ethynyl)pyrrolidine-1,2-dicarboxylate (5.43 g, 19.16 mmol) and iodotrimethylsilane (3 mL, 28.74 mmol) in chloroform (100 mL) was heated to 65° C. for 3 hours, was cooled to room temperature, concentrated under reduced pressure and flash chromatographed with 35% ethyl acetate/65% hexane to provide the titled compound. MS (DCI/NH3) m/e 226 (M+H)+. Reactants: COc1cc(F)ccc1CNc1cc(Br)c2cc(Cl)ccc2n1, COCCN, C1COCCO1. The product is COCCNc1cc(NCc2ccc(F)cc2OC)nc2ccc(Cl)cc12. Reaction SMILES: [Br:1][c:2]1[cH:3][c:4]([NH:13][CH2:14][c:15]2[c:16]([O:22][CH3:23])[cH:17][c:18]([F:21])[cH:19][cH:20]2)[n:5][c:6]2[cH:7][cH:8][c:9]([Cl:12])[cH:10][c:11]12.[CH3:24][O:25][CH2:26][CH2:27][NH2:28].[O:29]1[CH2:30][CH2:31][O:32][CH2:33][CH2:34]1>>[c:2]1([NH:28][CH2:27][CH2:26][O:25][CH3:24])[cH:3][c:4]([NH:13][CH2:14][c:15]2[c:16]([O:22][CH3:23])[cH:17][c:18]([F:21])[cH:19][cH:20]2)[n:5][c:6]2[cH:7][cH:8][c:9]([Cl:12])[cH:10][c:11]12. The reactants are CCO, [Cl-], Nc1c(C(=O)c2cccc([N+](=O)[O-])c2)cnn1-c1ccc(F)cc1, [NH4+], O. Yields the product Nc1cccc(C(=O)c2cnn(-c3ccc(F)cc3)c2N)c1. Reaction SMILES: [CH3:27][CH2:28][OH:29].[Cl-:25].[NH2:1][c:2]1[c:3]([C:14]([c:15]2[cH:16][c:17]([N+:21]([O-:22])=[O:23])[cH:18][cH:19][cH:20]2)=[O:24])[cH:4][n:5][n:6]1-[c:7]1[cH:8][cH:9][c:10]([F:13])[cH:11][cH:12]1.[NH4+:26].[OH2:30]>>[NH2:1][c:2]1[c:3]([C:14]([c:15]2[cH:16][c:17]([NH2:21])[cH:18][cH:19][cH:20]2)=[O:24])[cH:4][n:5][n:6]1-[c:7]1[cH:8][cH:9][c:10]([F:13])[cH:11][cH:12]1.